Dataset: the Open Reaction Database (ORD), a public repository of structured organic reaction records. Task: describe an organic reaction: reactants, conditions, products, and yield The reactants are O=[O+][O-] (Ozone), COC1=C(C=CC=C1C=CC)OC=1C(=CC=CC1)C (o-tolyl 2-methoxy-3-(1-propenyl)phenyl ether), C(C)(=O)O (acetic acid). The solvent is C(C)(=O)OCC (ethyl acetate). Yields the product COC1=C(C=O)C=CC=C1OC1=C(C=CC=C1)C (2-methoxy-3-(o-tolyloxy)benzaldehyde). As a reaction SMILES: O=[O+][O-].[CH3:4][O:5][C:6]1[C:11]([CH:12]=CC)=[CH:10][CH:9]=[CH:8][C:7]=1[O:15][C:16]1[C:17]([CH3:22])=[CH:18][CH:19]=[CH:20][CH:21]=1.C(O)(=[O:25])C>C(OCC)(=O)C>[CH3:4][O:5][C:6]1[C:7]([O:15][C:16]2[CH:21]=[CH:20][CH:19]=[CH:18][C:17]=2[CH3:22])=[CH:8][CH:9]=[CH:10][C:11]=1[CH:12]=[O:25]. Procedure details: Ozone gas was introduced to a solution of o-tolyl 2-methoxy-3-(1-propenyl)phenyl ether (30 g) in a mixture of ethyl acetate (200 ml) and glacial acetic acid (10 ml) with stirring under cooling for an hour. The reaction mixture was treated in a similar manner to that of Example 4-(3) to give oily 2-methoxy-3-(o-tolyloxy)benzaldehyde (28 g) Reactants: CC(C)=O, CC1(c2cncc(COS(C)(=O)=O)c2)OCCO1, [K+], [K+], O=[N+]([O-])c1cn[nH]c1, N#N, O=C([O-])[O-]. Product: CC1(c2cncc(Cn3cc([N+](=O)[O-])cn3)c2)OCCO1. RXN SMILES: [CH3:35][C:36](=[O:37])[CH3:38].[CH3:3][C:4]1([c:9]2[cH:10][c:11]([CH2:15][O:16][S:17]([CH3:18])(=[O:19])=[O:20])[cH:12][n:13][cH:14]2)[O:5][CH2:6][CH2:7][O:8]1.[K+:29].[K+:30].[N+:21](=[O:22])([O-:23])[c:24]1[cH:25][n:26][nH:27][cH:28]1.[N:1]#[N:2].[O-:31][C:32]([O-:33])=[O:34]>>[CH3:3][C:4]1([c:9]2[cH:10][c:11]([CH2:15][n:26]3[cH:25][c:24]([N+:21](=[O:22])[O-:23])[cH:28][n:27]3)[cH:12][n:13][cH:14]2)[O:5][CH2:6][CH2:7][O:8]1.